describe an organic reaction: reactants, conditions, products, and yield From a dataset of the Open Reaction Database (ORD), a public repository of structured organic reaction records. Starting materials: C1COCCO1, CCOC(C)=O, Cl, [Li+], [OH-], O, O, CC(C)c1ccc2c(Nc3cc(C(=O)Nc4ccc(Cl)cn4)ccc3Sc3ccc(NC(=O)OCC4c5ccccc5-c5ccccc54)cc3)ncnc2n1. Yields the product CC(C)c1ccc2c(Nc3cc(C(=O)Nc4ccc(Cl)cn4)ccc3Sc3ccc(N)cc3)ncnc2n1. RXN SMILES: [CH2:60]1[O:61][CH2:62][CH2:63][O:64][CH2:65]1.[CH3:67][CH2:68][O:69][C:70](=[O:71])[CH3:72].[ClH:59].[Li+:58].[OH-:57].[OH2:56].[OH2:66].[cH:1]1[c:2]2[c:14]([cH:15][cH:16][cH:55]1)-[c:9]1[c:8]([cH:13][cH:12][cH:11][cH:10]1)[CH:3]2[CH2:4][O:5][C:6](=[O:7])[NH:17][c:18]1[cH:19][cH:20][c:21]([S:24][c:25]2[c:26]([NH:41][c:42]3[c:43]4[c:44]([n:45][cH:46][n:47]3)[n:48][c:49]([CH:52]([CH3:53])[CH3:54])[cH:50][cH:51]4)[cH:27][c:28]([C:31]([NH:32][c:33]3[n:34][cH:35][c:36]([Cl:39])[cH:37][cH:38]3)=[O:40])[cH:29][cH:30]2)[cH:22][cH:23]1>>[NH2:17][c:18]1[cH:19][cH:20][c:21]([S:24][c:25]2[c:26]([NH:41][c:42]3[c:43]4[c:44]([n:45][cH:46][n:47]3)[n:48][c:49]([CH:52]([CH3:53])[CH3:54])[cH:50][cH:51]4)[cH:27][c:28]([C:31]([NH:32][c:33]3[n:34][cH:35][c:36]([Cl:39])[cH:37][cH:38]3)=[O:40])[cH:29][cH:30]2)[cH:22][cH:23]1. Reactants: C1(CCCC1)[Mg]Cl (cyclopentylmagnesium chloride), C(=O)(OC(C)(C)C)N1[C@H](C=O)CCC1 (BOC-L-prolinal), crude product. Yields the product C(=O)(OC(C)(C)C)N1[C@@H](CCC1)C(=O)C1CCCC1 (BOC-2(S)-(cyclopentanecarbonyl)pyrrolidine). RXN SMILES: [CH:1]1([Mg]Cl)[CH2:5][CH2:4][CH2:3][CH2:2]1.[C:8]([N:15]1[CH2:21][CH2:20][CH2:19][C@H:16]1[CH:17]=[O:18])([O:10][C:11]([CH3:14])([CH3:13])[CH3:12])=[O:9]>>[C:8]([N:15]1[CH2:21][CH2:20][CH2:19][C@H:16]1[C:17]([CH:1]1[CH2:5][CH2:4][CH2:3][CH2:2]1)=[O:18])([O:10][C:11]([CH3:14])([CH3:13])[CH3:12])=[O:9]. Procedure: 22.5 ml (45 mmol) 2 M cyclopentylmagnesium chloride (diethyl ether) and 3.0 g (15 mmol) BOC-L-prolinal were allowed to react at −80° C. for 30 min according to procedure F. Yield of crude product 3.37 g. The product was purified with a silica column using 0–4% methanol in dichloromethane as eluent. Yield 3.10 g (11.5 mmol, 77%). The product was oxidized to the corresponding ketone according to procedure G. Yield of crude product 3.12 g. The product was purified with a silica column using 16% eth... The reactants are C(C)(C)(C)C(=O)OCCC(C)O (1-tert-butylcarbonyloxy-3-butanol), C1(=CC=CC=C1)O (phenol), C1(=CC=CC=C1)P(C1=CC=CC=C1)C1=CC=CC=C1 (triphenylphosphine), N(=NC(=O)OCC)C(=O)OCC (diethyl azodicarboxylate). Solvent: C1CCOC1 (THF), C1CCOC1 (THF). Reaction conditions: time 20 minute. Product: COCO[C@H]1C=C[C@@H](C1)O ((1R*,4R*)-4-methoxymethoxy-2-cyclopenten-1-ol). Yield: 151.6%. Reaction SMILES: C([C:5]([O:7][CH2:8]CC(O)C)=[O:6])(C)(C)C.[C:13]1([OH:19])[CH:18]=[CH:17][CH:16]=[CH:15]C=1.C1(P(C2C=CC=CC=2)C2C=CC=CC=2)C=CC=CC=1.N(C(OCC)=O)=NC(OCC)=O>C1COCC1>[CH3:8][O:7][CH2:5][O:6][C@@H:16]1[CH2:15][C@@H:13]([OH:19])[CH:18]=[CH:17]1. Procedure details: To a solution of 3.47 g (19.9 mmol) of alcohol 25 (prepared in 30-(1)), 2.81 g (29.9 mmol) of phenol, and 7.88 g (29.9 mmol) of triphenylphosphine in 100 ml of dry THF is added a solution of 4.65 ml of diethyl azodicarboxylate in 40 ml of dry THF dropwise under ice cooling. After additional stirring at the same temperature for 20 minutes, the mixture is stirred for further 2 and half hours. The reaction mixture is concentrated under reduced pressure and the residue is purified by column chromato... Reactants: ClCC(=C)C (3-Chloro-2-methylpropene), OC1=CC=C(C(=O)OCC)C=C1 (ethyl 4-hydroxybenzoate), C([O-])([O-])=O.[K+].[K+] (Potassium carbonate). Solvent: CN(C=O)C (N,N-dimethylformamide). Reaction conditions: temperature 90 celsius. The product is C(C)OC(C1=CC=C(C=C1)OCC(=C)C)=O (4-(2-methylprop-2-enyloxy)benzoic acid ethyl ester). As a reaction SMILES: Cl[CH2:2][C:3]([CH3:5])=[CH2:4].[OH:6][C:7]1[CH:17]=[CH:16][C:10]([C:11]([O:13][CH2:14][CH3:15])=[O:12])=[CH:9][CH:8]=1.C(=O)([O-])[O-].[K+].[K+]>CN(C)C=O>[CH2:14]([O:13][C:11](=[O:12])[C:10]1[CH:9]=[CH:8][C:7]([O:6][CH2:4][C:3]([CH3:5])=[CH2:2])=[CH:17][CH:16]=1)[CH3:15] |f:2.3.4|. Procedure: 3-Chloro-2-methylpropene (2.1 mL, 0.021 mol) is added to a stirred N,N-dimethylformamide solution (30 mL) of ethyl 4-hydroxybenzoate (3 g, 0.018 mol). Potassium carbonate (3.2 g, 0.023 mol) is introduced and the mixture is heated at 90° C. for one hour. The reaction mixture is cooled to room temperature and filtered to remove inorganic salts. N,N-dimethylformamide is removed under reduced pressure, Demineralized water (20 mL) is added to the residue and the aqueous layer is extracted with ethyl ... Procedure: To (E)-N,N-Diethyl-4-hydroxy-2-pentenamide (0.67 g, 3.93 mmol) in methylene chloride cooled to -15° C. in a flame dried flask is added dichlorotriphenylphosphorane (1.40 g, 4.33 mmol). The reaction is warmed to ambient temperature, quenched by addition of ice (10 ml), extracted with methylene chloride (3×20 ml), washed with saline (30 ml), dried over sodium sulfate, concentrated in vacuo, and chromatographed on silica gel (230-400 mesh, 100 ml), eluting with hexane/ethyl acetate (75/25). The app... The product is C(C)N(C(\C=C\C(C)SC1=NC(=CC(=N1)N)Cl)=O)CC ((E)-N,N-Diethyl-4-[(4-amino-6-chloro-2-pyrimidinyl)thio]-2-pentenamide). Run in CN(C)C=O (DMF). Reaction conditions: time 15 hour. Starting materials: [H-].[Na+] (sodium hydride), ClC(/C=C/C(=O)N(CC)CC)C ((E)-4-chloro-N,N-diethyl-2-pentenamide), S(C)(=O)(=O)O.NC1=NC(=NC(=C1)Cl)S (4-Amino-6-chloro-2-mercaptopyrimidine mesylate). Reaction SMILES: S(O)(=O)(=O)C.[NH2:6][C:7]1[CH:12]=[C:11]([Cl:13])[N:10]=[C:9]([SH:14])[N:8]=1.[H-].[Na+].Cl[CH:18]([CH3:28])/[CH:19]=[CH:20]/[C:21]([N:23]([CH2:26][CH3:27])[CH2:24][CH3:25])=[O:22]>CN(C=O)C>[CH2:26]([N:23]([CH2:24][CH3:25])[C:21](=[O:22])/[CH:20]=[CH:19]/[CH:18]([S:14][C:9]1[N:8]=[C:7]([NH2:6])[CH:12]=[C:11]([Cl:13])[N:10]=1)[CH3:28])[CH3:27] |f:0.1,2.3|. The reactants are C(C1=CC=CC=C1)N1C(=CC2=NC(=CC=C21)Cl)Br (1-benzyl-2-bromo-5-chloro-1H-pyrrolo[3,2-b]pyridine), S1C=C(C=C1)B(O)O (3-thienylboronic acid), C(=O)([O-])[O-].[Na+].[Na+] (Na2CO3). The reagents and catalysts are C=1C=CC(=CC1)[P](C=2C=CC=CC2)(C=3C=CC=CC3)[Pd]([P](C=4C=CC=CC4)(C=5C=CC=CC5)C=6C=CC=CC6)([P](C=7C=CC=CC7)(C=8C=CC=CC8)C=9C=CC=CC9)[P](C=1C=CC=CC1)(C=1C=CC=CC1)C=1C=CC=CC1 (Tetrakis(triphenylphosphine)palladium(0)). Solvent: COCCOC (1,2-dimethoxyethane), O (water), O (water). Yields the product C(C1=CC=CC=C1)N1C(=CC2=NC(=CC=C21)Cl)C2=CSC=C2 (1-benzyl-5-chloro-2-(3-thienyl)-1H-pyrrolo[3,2-b]pyridine). Reaction SMILES: [CH2:1]([N:8]1[C:16]2[C:11](=[N:12][C:13]([Cl:17])=[CH:14][CH:15]=2)[CH:10]=[C:9]1Br)[C:2]1[CH:7]=[CH:6][CH:5]=[CH:4][CH:3]=1.[S:19]1[CH:23]=[CH:22][C:21](B(O)O)=[CH:20]1.C([O-])([O-])=O.[Na+].[Na+]>COCCOC.O.C1C=CC([P]([Pd]([P](C2C=CC=CC=2)(C2C=CC=CC=2)C2C=CC=CC=2)([P](C2C=CC=CC=2)(C2C=CC=CC=2)C2C=CC=CC=2)[P](C2C=CC=CC=2)(C2C=CC=CC=2)C2C=CC=CC=2)(C2C=CC=CC=2)C2C=CC=CC=2)=CC=1>[CH2:1]([N:8]1[C:16]2[C:11](=[N:12][C:13]([Cl:17])=[CH:14][CH:15]=2)[CH:10]=[C:9]1[C:21]1[CH:22]=[CH:23][S:19][CH:20]=1)[C:2]1[CH:7]=[CH:6][CH:5]=[CH:4][CH:3]=1 |f:2.3.4,^1:43,45,64,83|. Reported procedure: A mixture of 1-benzyl-2-bromo-5-chloro-1H-pyrrolo[3,2-b]pyridine (0.10 g, 0.31 mmol, from Example 62, Step 2) and 3-thienylboronic acid (0.044 g, 0.34 mmol, Aldrich) and Na2CO3 (0.16 g, 1.6 mmol) in 1,2-dimethoxyethane (3 mL) and water (0.6 mL) was degassed by a stream of nitrogen through the solution for 10 minutes. Tetrakis(triphenylphosphine)palladium(0) (0.036 g, 0.031 mmol) was added and the reaction was stirred at reflux for 15 minutes. Upon cooling to room temperature, the reaction was di... Starting materials: C(C)(C)(C)OC(=O)N1CCN(CC1)C1=CC=C(C=C1)C1=NC=CC=N1 (4-(4-Pyrimidin-2-yl-phenyl)-piperazine-1-carboxylic acid tert-butyl ester), O1CCOCC1.Cl (HCl dioxane). Run in ClCCl (dichloromethane). Conditions: time 2 hour. Yields the product N1(CCNCC1)C1=CC=C(C=C1)C1=NC=CC=N1 (2-(4-piperazin-1-yl-phenyl)-pyrimidine). As a reaction SMILES: C(OC([N:8]1[CH2:13][CH2:12][N:11]([C:14]2[CH:19]=[CH:18][C:17]([C:20]3[N:25]=[CH:24][CH:23]=[CH:22][N:21]=3)=[CH:16][CH:15]=2)[CH2:10][CH2:9]1)=O)(C)(C)C.O1CCOCC1.Cl>ClCCl>[N:11]1([C:14]2[CH:19]=[CH:18][C:17]([C:20]3[N:21]=[CH:22][CH:23]=[CH:24][N:25]=3)=[CH:16][CH:15]=2)[CH2:12][CH2:13][NH:8][CH2:9][CH2:10]1 |f:1.2|. Reported procedure: 4-(4-Pyrimidin-2-yl-phenyl)-piperazine-1-carboxylic acid tert-butyl ester 5.03 gm was dissolved in 25 ml dichloromethane and 10 ml of 4N HCl dioxane added. After stirring for 2 hrs, the mixture was then evaporated to obtain the title product. The reactants are O (water), N,N'-carbonyldiimidazole, N12CCCCCC2=NCCC1 (1,8-diazabicyclo[5.4.0]-undec-7-ene), C(C1=CC=CC=C1)ONC(=O)CC1=NC2=C(N1C1CC1)C=C(C(=C2)F)N2CCN(CC2)C(=O)OC(C)(C)C (tert-Butyl 4-[2-[[(benzyloxy)carbamoyl]methyl]-1-cyclopropyl-5-fluoro-6-benzimidazolyl]-1-piperazinecarboxylate), O1CCCC1 (tetrahydrofuran). Product: C(C1=CC=CC=C1)ON1C(N2C(N(C3=C2C=C(C(=C3)N3CCN(CC3)C(=O)OC(C)(C)C)F)C3CC3)=CC1=O)=O (tert-butyl 4-[2-(benzyloxy)-5-cyclopropyl-8-fluoro-1,2,3,5-tetrahydro-1,3-dioxopyrimido[1,6-a]benzimidazol-7-yl]-1-piperazinecarboxylate). Isolated yield 5.0%. As a reaction SMILES: [CH2:1]([O:8][NH:9][C:10]([CH2:12][C:13]1[N:17]([CH:18]2[CH2:20][CH2:19]2)[C:16]2[CH:21]=[C:22]([N:26]3[CH2:31][CH2:30][N:29]([C:32]([O:34][C:35]([CH3:38])([CH3:37])[CH3:36])=[O:33])[CH2:28][CH2:27]3)[C:23]([F:25])=[CH:24][C:15]=2[N:14]=1)=[O:11])[C:2]1[CH:7]=[CH:6][CH:5]=[CH:4][CH:3]=1.N12CCCN=C1CCCCC2.O.[O:51]1CCC[CH2:52]1>>[CH2:1]([O:8][N:9]1[C:10](=[O:11])[CH:12]=[C:13]2[N:17]([CH:18]3[CH2:19][CH2:20]3)[C:16]3[CH:21]=[C:22]([N:26]4[CH2:31][CH2:30][N:29]([C:32]([O:34][C:35]([CH3:38])([CH3:37])[CH3:36])=[O:33])[CH2:28][CH2:27]4)[C:23]([F:25])=[CH:24][C:15]=3[N:14]2[C:52]1=[O:51])[C:2]1[CH:3]=[CH:4][CH:5]=[CH:6][CH:7]=1. Procedure details: tert-Butyl 4-[2-[[(benzyloxy)carbamoyl]methyl]-1-cyclopropyl-5-fluoro-6-benzimidazolyl]-1-piperazinecarboxylate (779 mg, 1.18 mmol) is dissolved in tetrahydrofuran (15 ml) and treated with N,N'-carbonyldiimidazole (480 mg, 2.96 mmol) and 1,8-diazabicyclo[5.4.0]-undec-7-ene (225 mg, 1.48 mmol). The suspension obtained is poured into water (200 ml) and then extracted with ethyl acetate. The organic phase is washed in succession with water and 10 percent sodium chloride solution and dried over magn...